Task: describe an organic reaction: reactants, conditions, products, and yield. Dataset: the Open Reaction Database (ORD), a public repository of structured organic reaction records Reactants: C1=CN(C=N1)C(=O)N2C=CN=C2 (N,N-carbonyldiimidazole), compound III, NCC1=CC2=CC=CC=C2C=C1 (2-aminomethylnaphthalene), NC1=CC=C(C(=O)O)C=C1 (p-aminobenzoic acid). The product is C1=C(C=CC2=CC=CC=C12)CNC(NCC1=CC=C(C(=O)O)C=C1)=O (4-[3-(2-naphthylmethyl)ureidomethyl]benzoic acid). The solvent is [OH-].[Na+] (sodium hydroxide). RXN SMILES: [CH:1]1N=C[N:3]([C:6]([N:8]2C=N[CH:10]=[CH:9]2)=[O:7])[CH:2]=1.NCC1[CH:24]=[CH:23][C:22]2[C:17](=[CH:18][CH:19]=[CH:20][CH:21]=2)[CH:16]=1.NC1[CH:34]=[CH:33][C:29]([C:30]([OH:32])=[O:31])=[CH:28][CH:27]=1>[OH-].[Na+]>[CH:16]1[C:17]2[C:22](=[CH:21][CH:20]=[CH:19][CH:18]=2)[CH:23]=[CH:24][C:10]=1[CH2:9][NH:8][C:6](=[O:7])[NH:3][CH2:2][C:1]1[CH:34]=[CH:33][C:29]([C:30]([OH:32])=[O:31])=[CH:28][CH:27]=1 |f:3.4|. Reported procedure: N,N-carbonyldiimidazole (1.62 g, 10 mmol), 2-aminomethylnaphthalene (1.57 g, 10 mmol), p-aminobenzoic acid (1.52 g, 10 mmol), and 10 ml of 1 mol/L sodium hydroxide solution are used according to the method for the production of compound III in Method two to obtain 3.12 g of 4-[3-(2-naphthylmethyl)ureidomethyl]benzoic acid (intermediate M-40) as a white solid, with a yield of 93.3%. Isolated yield 93.3%. Starting materials: [Br-], Cc1c(C=O)sc2cccnc12, C[N+]1([O-])CCOCC1, CCC[N+](CCC)(CCC)CCC, CC#N, [Mg+]C1CCCCC1, [Cl-], [NH4+], O=[Ru](=O)(=O)[O-], C1CCOC1. Yields the product Cc1c(C(=O)C2CCCCC2)sc2cccnc12. As a reaction SMILES: [Br-:13].[CH3:1][c:2]1[c:3]([CH:11]=[O:12])[s:4][c:5]2[c:6]1[n:7][cH:8][cH:9][cH:10]2.[CH3:23][N+:24]1([O-:25])[CH2:26][CH2:27][O:28][CH2:29][CH2:30]1.[CH3:41][CH2:42][CH2:43][N+:44]([CH2:45][CH2:46][CH3:47])([CH2:48][CH2:49][CH3:50])[CH2:51][CH2:52][CH3:53].[CH3:54][C:55]#[N:56].[CH:14]1([Mg+:20])[CH2:15][CH2:16][CH2:17][CH2:18][CH2:19]1.[Cl-:21].[NH4+:22].[O-:36][Ru:37](=[O:38])(=[O:39])=[O:40].[O:31]1[CH2:32][CH2:33][CH2:34][CH2:35]1>>[CH3:1][c:2]1[c:3]([C:11](=[O:12])[CH:14]2[CH2:15][CH2:16][CH2:17][CH2:18][CH2:19]2)[s:4][c:5]2[c:6]1[n:7][cH:8][cH:9][cH:10]2. Starting materials: CC(C)(C)c1cc(C(=O)c2cccnc2Cl)cc(C(C)(C)C)c1O, NNc1ccccc1, c1ccncc1. Yields the product CC(C)(C)c1cc(C(=NNc2ccccc2)c2cccnc2Cl)cc(C(C)(C)C)c1O. RXN SMILES: [Cl:1][c:2]1[c:3]([C:4](=[O:5])[c:6]2[cH:7][c:8]([C:17]([CH3:18])([CH3:19])[CH3:20])[c:9]([OH:16])[c:10]([C:12]([CH3:13])([CH3:14])[CH3:15])[cH:11]2)[cH:21][cH:22][cH:23][n:24]1.[NH2:25][NH:26][c:27]1[cH:28][cH:29][cH:30][cH:31][cH:32]1.[cH:33]1[cH:34][cH:35][n:36][cH:37][cH:38]1>>[Cl:1][c:2]1[c:3]([C:4]([c:6]2[cH:7][c:8]([C:17]([CH3:18])([CH3:19])[CH3:20])[c:9]([OH:16])[c:10]([C:12]([CH3:13])([CH3:14])[CH3:15])[cH:11]2)=[N:25][NH:26][c:27]2[cH:28][cH:29][cH:30][cH:31][cH:32]2)[cH:21][cH:22][cH:23][n:24]1. The reactants are OC1=CC=C(C(=O)O)C=C1 (p-hydroxybenzoic acid), C([O-])([O-])=O.[K+].[K+] (potassium carbonate), CN(C=O)C (dimethylformamide), C(C#C)Cl (propargyl chloride), CCCCC (pentane). Solvent: O (water), CCOCC (Ether). Run at time 3 day. Product: C(C#C)OC1=CC=C(C(=O)OCC#C)C=C1 (propargyl 4-propargyloxybenzoate). Reaction SMILES: [OH:1][C:2]1[CH:10]=[CH:9][C:5]([C:6]([OH:8])=[O:7])=[CH:4][CH:3]=1.CN(C)C=O.[CH2:16](Cl)[C:17]#[CH:18].C(=O)([O-])[O-].[K+].[K+].[CH3:26][CH2:27][CH2:28]CC>O.CCOCC>[CH2:16]([O:1][C:2]1[CH:10]=[CH:9][C:5]([C:6]([O:8][CH2:28][C:27]#[CH:26])=[O:7])=[CH:4][CH:3]=1)[C:17]#[CH:18] |f:3.4.5|. Procedure: A mixture of 8.0 g. of p-hydroxybenzoic acid, 125 ml. dimethylformamide, 13.0 g. of propargyl chloride and 24.0 g. of anhydrous potassium carbonate is heated at 75° for 32 hours and then is allowed to stand at room temperature for 3 days. Ether (150 ml.), pentane (100 ml.) and water (100 ml.) is added, the organic layer is separated and washed in turn with water (2 × 50 ml.) and saturated aqueous sodium chloride (1 × 50 ml.) and then is dried over calcium sulfate. Solvent is removed by rotary ev...